From a dataset of the Open Reaction Database (ORD), a public repository of structured organic reaction records. describe an organic reaction: reactants, conditions, products, and yield Reactants: C1(CC1)C=1C(=NC(=CC1)N1N=CC=2C=NC(=CC21)C=2C=NC=C(C2)CC)N2C[C@H](CCC2)NC(OC(C)(C)C)=O (tert-butyl N-[(3S)-1-[3-cyclopropyl-6-[6-(5-ethyl-3-pyridyl)pyrazolo[4,3-c]pyridin-1-yl]-2-pyridyl]-3-piperidyl]carbamate), Cl (hydrochloric acid). Run in CO (Methanol), O1CCOCC1 (1,4-Dioxane). Run at time 8 hour. Product: C1(CC1)C=1C(=NC(=CC1)N1N=CC=2C=NC(=CC21)C=2C=NC=C(C2)CC)N2C[C@H](CCC2)N ((S)-1-(3-cyclopropyl-6-(6-(5-ethylpyridin-3-yl)-1H-pyrazolo[4,3-c]pyridin-1-yl)pyridin-2-yl)piperidin-3-amine). Yield: 7.4%. RXN SMILES: [CH:1]1([C:4]2[C:5]([N:27]3[CH2:32][CH2:31][CH2:30][C@H:29]([NH:33]C(=O)OC(C)(C)C)[CH2:28]3)=[N:6][C:7]([N:10]3[C:18]4[CH:17]=[C:16]([C:19]5[CH:20]=[N:21][CH:22]=[C:23]([CH2:25][CH3:26])[CH:24]=5)[N:15]=[CH:14][C:13]=4[CH:12]=[N:11]3)=[CH:8][CH:9]=2)[CH2:3][CH2:2]1.Cl>CO.O1CCOCC1>[CH:1]1([C:4]2[C:5]([N:27]3[CH2:32][CH2:31][CH2:30][C@H:29]([NH2:33])[CH2:28]3)=[N:6][C:7]([N:10]3[C:18]4[CH:17]=[C:16]([C:19]5[CH:20]=[N:21][CH:22]=[C:23]([CH2:25][CH3:26])[CH:24]=5)[N:15]=[CH:14][C:13]=4[CH:12]=[N:11]3)=[CH:8][CH:9]=2)[CH2:3][CH2:2]1. Reported procedure: To a solution of tert-butyl N-[(3S)-1-[3-cyclopropyl-6-[6-(5-ethyl-3-pyridyl)pyrazolo[4,3-c]pyridin-1-yl]-2-pyridyl]-3-piperidyl]carbamate (0.0597 mmol; 32.2 mg) in Methanol (10 mL) was added hydrochloric acid, 4.0 M in 1,4-Dioxane (5 mL). The resulting mixture was stirred at room temperature overnight. The mixture was concentrated and the residue was purified by reverse phase HPLC to afford 139 as an off-white solid (20 .mg, 7.4%). MS (ESI) m/z: 440.3 [M+H]+ Starting materials: COc1ccc(CN2Cc3c(-c4nc(C5CC5)no4)ncn3-c3ccc(Br)cc3C2=O)c(OC)c1, ClCCl, O=S(=O)(O)C(F)(F)F. The product is O=C1NCc2c(-c3nc(C4CC4)no3)ncn2-c2ccc(Br)cc21. As a reaction SMILES: [CH:1]1([c:4]2[n:5][o:6][c:7](-[c:9]3[n:10][cH:11][n:12]4[c:18]3[CH2:17][N:16]([CH2:19][c:20]3[cH:21][cH:22][c:23]([O:24][CH3:25])[cH:26][c:27]3[O:28][CH3:29])[C:15](=[O:30])[c:14]3[c:13]-4[cH:34][cH:33][c:32]([Br:35])[cH:31]3)[n:8]2)[CH2:2][CH2:3]1.[Cl:44][CH2:45][Cl:46].[OH:36][S:37]([C:38]([F:39])([F:40])[F:41])(=[O:42])=[O:43]>>[CH:1]1([c:4]2[n:5][o:6][c:7](-[c:9]3[n:10][cH:11][n:12]4[c:18]3[CH2:17][NH:16][C:15](=[O:30])[c:14]3[c:13]-4[cH:34][cH:33][c:32]([Br:35])[cH:31]3)[n:8]2)[CH2:2][CH2:3]1. Product: O=C1CC(c2ccc(Br)cc2)(N2C(=O)c3ccccc3C2=O)C1. The reactants are O=C1c2ccccc2C(=O)N1C1(c2ccc(Br)cc2)CC2(C1)OCCO2, CC(C)=O, CCOC(C)=O, O, Cc1ccc(S(=O)(=O)O)cc1. RXN SMILES: [Br:1][c:2]1[cH:3][cH:4][c:5]([C:8]2([N:16]3[C:17](=[O:26])[c:18]4[cH:19][cH:20][cH:21][cH:22][c:23]4[C:24]3=[O:25])[CH2:9][C:10]3([CH2:11]2)[O:12][CH2:15][CH2:14][O:13]3)[cH:6][cH:7]1.[CH3:39][C:40](=[O:41])[CH3:42].[CH3:43][CH2:44][O:45][C:46]([CH3:47])=[O:48].[OH2:27].[c:28]1([CH3:29])[cH:30][cH:31][c:32]([S:33]([OH:34])(=[O:35])=[O:36])[cH:37][cH:38]1>>[Br:1][c:2]1[cH:3][cH:4][c:5]([C:8]2([N:16]3[C:17](=[O:26])[c:18]4[cH:19][cH:20][cH:21][cH:22][c:23]4[C:24]3=[O:25])[CH2:9][C:10](=[O:12])[CH2:11]2)[cH:6][cH:7]1.